From a dataset of the Open Reaction Database (ORD), a public repository of structured organic reaction records. describe an organic reaction: reactants, conditions, products, and yield Starting materials: ClC1=C(C(C=O)=CC(=C1)Cl)O (3,5-dichlorosalicylaldehyde), C(=O)([O-])[O-].[K+].[K+] (K2CO3), BrCCC1=CC=CC=C1 ((2-bromoethyl)benzene). Run in O (H2O), CN(C)C=O (DMF). Conditions: time 5 day. Product: ClC=1C(=C(C=O)C=C(C1)Cl)OCCC1=CC=CC=C1 (3,5-Dichloro-2-phenethoxybenzaldehyde). Isolated yield 70.0%. Reaction SMILES: [Cl:1][C:2]1[CH:9]=[C:8]([Cl:10])[CH:7]=[C:4]([CH:5]=[O:6])[C:3]=1[OH:11].C([O-])([O-])=O.[K+].[K+].Br[CH2:19][CH2:20][C:21]1[CH:26]=[CH:25][CH:24]=[CH:23][CH:22]=1>CN(C=O)C.O>[Cl:1][C:2]1[C:3]([O:11][CH2:19][CH2:20][C:21]2[CH:26]=[CH:25][CH:24]=[CH:23][CH:22]=2)=[C:4]([CH:7]=[C:8]([Cl:10])[CH:9]=1)[CH:5]=[O:6] |f:1.2.3|. Procedure details: To 3,5-dichlorosalicylaldehyde (229 mg, 1.2 mmol) in DMF (5 ml) was added K2CO3 (1.06 g, 7.7 mmol) followed by (2-bromoethyl)benzene (0.14 ml, 1.0 mmol). The mixture was stirred under argon for five days then diluted with H2O (30 ml), extracted with Et2O (3×50 ml), dried (MgSO4), filtered, and concentrated in vacuo to give the title compound as a white powder (207 mg, 0.7 mmol, 70%); δH (CDCl3) 3.17 (2H, t), 4.31 (2H, t), 7.19-7.36 (5H, m), 7.60 (1H, d), 7.67 (1H, d), 9.95 (1H, s). The reactants are C(C)(C)[N-]C(C)C.[Li+] (lithium diisopropylamide), O=C1C(C2C(COC(N12)(C)C)C)C (8-oxo-2,2,5,7-tetramethyl-3-oxa-1-azabicyclo[4.2.0]octane), [Cl-].[Na+] (sodium chloride), enolate, C=O (formaldehyde). Run in O (water), O1CCCC1 (tetrahydrofuran), O1CCCC1 (tetrahydrofuran). Reaction conditions: temperature -78 celsius, time 2 minute. Yields the product O=C1C(C2C(COC(N12)(C)C)C)(CO)C (8-oxo-2,2,5,7-tetramethyl-7-(hydroxymethyl)-3-oxa-1-azabicyclo[4.2.0]-octane). RXN SMILES: C([N-]C(C)C)(C)C.[Li+].[O:9]=[C:10]1[N:17]2[CH:12]([CH:13]([CH3:20])[CH2:14][O:15][C:16]2([CH3:19])[CH3:18])[CH:11]1[CH3:21].[CH2:22]=[O:23].[Cl-].[Na+]>O1CCCC1.O>[O:23]=[C:22]1[N:17]2[CH:12]([CH:13]([CH3:20])[CH2:14][O:15][C:16]2([CH3:18])[CH3:19])[C:11]1([CH3:21])[CH2:10][OH:9] |f:0.1,4.5|. Reported procedure: To a solution of 1.1 equivalents of freshly prepared lithium diisopropylamide in anhydrous tetrahydrofuran under a nitrogen atmosphere at -78° is added a solution of 8-oxo-2,2,5,7-tetramethyl-3-oxa-1-azabicyclo[4.2.0]octane in anhydrous tetrahydrofuran which has been cooled to -78° C. After two minutes, the resulting lihtium enolate is treated with excess formaldehyde, introduced as a gas just above the surface of the stirred solution. The solution is stirred for 30 minutes at -78° and then pour... Reactants: O=C([O-])O, CCOC(C)=O, CCOC(=O)CCCCCCN(CCOC(C)(C)C)c1ccc(C(F)(F)F)cc1CN(Cc1cc(C(F)(F)F)cc(C(F)(F)F)c1)c1ncc(N2CCOCC2)cn1, [Na+]. Yields the product CCOC(=O)CCCCCCN(CCOC(C)=O)c1ccc(C(F)(F)F)cc1CN(Cc1cc(C(F)(F)F)cc(C(F)(F)F)c1)c1ncc(N2CCOCC2)cn1. As a reaction SMILES: [C:59]([O-:60])(=[O:61])[OH:62].[CH3:64][CH2:65][O:66][C:67](=[O:68])[CH3:69].[F:1][C:2]([c:3]1[cH:4][c:5]([CH2:6][N:7]([c:8]2[n:9][cH:10][c:11]([N:14]3[CH2:15][CH2:16][O:17][CH2:18][CH2:19]3)[cH:12][n:13]2)[CH2:20][c:21]2[c:22]([N:31]([CH2:32][CH2:33][CH2:34][CH2:35][CH2:36][CH2:37][C:38](=[O:39])[O:40][CH2:41][CH3:42])[CH2:43][CH2:44][O:45][C:46]([CH3:47])([CH3:48])[CH3:49])[cH:23][cH:24][c:25]([C:27]([F:28])([F:29])[F:30])[cH:26]2)[cH:50][c:51]([C:53]([F:54])([F:55])[F:56])[cH:52]1)([F:57])[F:58].[Na+:63]>>[F:1][C:2]([c:3]1[cH:4][c:5]([CH2:6][N:7]([c:8]2[n:9][cH:10][c:11]([N:14]3[CH2:15][CH2:16][O:17][CH2:18][CH2:19]3)[cH:12][n:13]2)[CH2:20][c:21]2[c:22]([N:31]([CH2:32][CH2:33][CH2:34][CH2:35][CH2:36][CH2:37][C:38](=[O:39])[O:40][CH2:41][CH3:42])[CH2:43][CH2:44][O:45][C:46]([CH3:47])=[O:60])[cH:23][cH:24][c:25]([C:27]([F:28])([F:29])[F:30])[cH:26]2)[cH:50][c:51]([C:53]([F:54])([F:55])[F:56])[cH:52]1)([F:57])[F:58].